Dataset: the Open Reaction Database (ORD), a public repository of structured organic reaction records. Task: describe an organic reaction: reactants, conditions, products, and yield The reactants are CC1=NC=C(C(=C1OC(C)=O)C=O)COC(C)=O (2-methyl-3-acetoxy-4-formyl-5-acetoxymethylpyridine), [BH4-].[Na+] (sodium borohydride). Solvent: C(C)OCC (diethyl ether). Yields the product CC1=NC=C(C(=C1OC(C)=O)CO)COC(C)=O (2-methyl-3-acetoxy-4-hydroxymethyl-5-acetoxymethylpyridine). Reaction SMILES: [CH3:1][C:2]1[C:7]([O:8][C:9](=[O:11])[CH3:10])=[C:6]([CH:12]=[O:13])[C:5]([CH2:14][O:15][C:16](=[O:18])[CH3:17])=[CH:4][N:3]=1.[BH4-].[Na+]>C(OCC)C>[CH3:1][C:2]1[C:7]([O:8][C:9](=[O:11])[CH3:10])=[C:6]([CH2:12][OH:13])[C:5]([CH2:14][O:15][C:16](=[O:18])[CH3:17])=[CH:4][N:3]=1 |f:1.2|. Procedure details: One equivalent of 2-methyl-3-acetoxy-4-formyl-5-acetoxymethylpyridine in 1 liter of anhydrous diethyl ether is treated with 1.5 equivalents of sodium borohydride and aged 3 hours at room temperature. The reaction mixture is quenched on excess aqueous ammonium chloride solution and the ether layer is separated. After magnesium sulfate drying, concentration in vacuo gives the desired product. The reactants are ClC1=NN2C(C3=CC=CC=C13)=NN=C2C2=NOC=C2 (6-Chloro-3-(3-isoxazolyl)-1,2,4-triazolo[3,4-a]phthalazine), OCC1=CN=NN1CC (5-hydroxymethyl-1-ethyl-1,2,3-triazole). Yields the product C(C)N1N=NC=C1COC1=NN2C(C3=CC=CC=C13)=NN=C2C2=NOC=C2 (6-(1-Ethyl-1,2,3-triazol-5-yl)methyloxy-3-(3-isoxazolyl)-1,2,4-triazolo[3,4-a]phthalazine). As a reaction SMILES: Cl[C:2]1[C:11]2[C:6](=[CH:7][CH:8]=[CH:9][CH:10]=2)[C:5]2=[N:12][N:13]=[C:14]([C:15]3[CH:19]=[CH:18][O:17][N:16]=3)[N:4]2[N:3]=1.[OH:20][CH2:21][C:22]1[N:26]([CH2:27][CH3:28])[N:25]=[N:24][CH:23]=1>>[CH2:27]([N:26]1[C:22]([CH2:21][O:20][C:2]2[C:11]3[C:6](=[CH:7][CH:8]=[CH:9][CH:10]=3)[C:5]3=[N:12][N:13]=[C:14]([C:15]4[CH:19]=[CH:18][O:17][N:16]=4)[N:4]3[N:3]=2)=[CH:23][N:24]=[N:25]1)[CH3:28]. Procedure details: The title-compound was prepared from 6-chloro-3-(3-isoxazolyl) 1,2,4-triazolo[3,4-a]phthalazine (prepared as described in Example 34 step b) and 5-hydroxymethyl-1-ethyl-1,2,3-triazole (prepared as described in Example 97 part b), following the procedure given for Example 71 but performing the reaction at −456° C.; 1H NMR (360 MHz, CDCl3) δ 1.62 (3H, t, J=7.2 Hz, CH3), 4.58 (2H, q, J=7.3 Hz, CH2), 5.81 (2H, s, CH2), 7.25 (1H, d, J=1.8 Hz, Ar—H), 7.84 (1H, m, Ar—H), 7.99 (1H, m, Ar—H), 8.08 (1H, s... The reactants are COC(=O)[C@H](C1=CC=CC=C1Cl)N2CCC3=C(C2)C=CS3.Cl (clopidogrel hydrochloride), C(Cl)Cl (methylene dichloride), C([O-])([O-])=O.[K+].[K+] (potassium carbonate), ice water. Run in O (water). The product is COC(=O)[C@H](C=1C=CC=CC1Cl)N2CCC3=C(C=CS3)C2 (clopidogrel). As a reaction SMILES: [CH3:1][O:2][C:3]([C@@H:5]([N:13]1[CH2:18][C:17]2[CH:19]=[CH:20][S:21][C:16]=2[CH2:15][CH2:14]1)[C:6]1[C:11]([Cl:12])=[CH:10][CH:9]=[CH:8][CH:7]=1)=[O:4].Cl.C(Cl)Cl.C(=O)([O-])[O-].[K+].[K+]>O>[CH3:1][O:2][C:3]([C@@H:5]([N:13]1[CH2:18][C:17]2[CH:19]=[CH:20][S:21][C:16]=2[CH2:15][CH2:14]1)[C:6]1[CH:7]=[CH:8][CH:9]=[CH:10][C:11]=1[Cl:12])=[O:4] |f:0.1,3.4.5|. Procedure: Under the protection of nitrogen gas, clopidogrel hydrochloride (7.15 g) was introduced into methylene dichloride (100 ml) in a 250 ml flask under stirring and cooling with ice water. Then a solution of potassium carbonate (2.5 g) in de-ionized water (30 ml) was added drop by drop into the flask and it was stirred for one hour. The pH value of the upper aqueous phase was kept over 9. The lower organic phase was separated and the aqueous phase was extracted with methylene dichloride (50 ml). The ... The reactants are FC1=C(OC2=NC=C3C(=N2)NN=C3N)C=CC(=C1)F (6-(2,4-difluoro-phenoxy)-1H-pyrazolo[3,4-d]pyrimidin-3-ylamine), N1=CC=CC=C1 (pyridine), C1(CC1)C(=O)Cl (cyclopropane carbonyl chloride). Solvent: O1CCOCC1 (dioxane). The product is FC1=C(OC2=NC=C3C(=N2)NN=C3NC(=O)C3CCCC3)C=CC(=C1)F (cyclopentanecarboxylic acid [6-(2,4-difluoro-phenoxy)-1H-pyrazolo[3,4-d]pyrimidin-3-yl]-amide). RXN SMILES: [F:1][C:2]1[CH:18]=[C:17]([F:19])[CH:16]=[CH:15][C:3]=1[O:4][C:5]1[N:10]=[C:9]2[NH:11][N:12]=[C:13]([NH2:14])[C:8]2=[CH:7][N:6]=1.N1C=CC=[CH:22][CH:21]=1.[CH:26]1([C:29](Cl)=[O:30])[CH2:28][CH2:27]1>O1CCOCC1>[F:1][C:2]1[CH:18]=[C:17]([F:19])[CH:16]=[CH:15][C:3]=1[O:4][C:5]1[N:10]=[C:9]2[NH:11][N:12]=[C:13]([NH:14][C:29]([CH:26]3[CH2:28][CH2:27][CH2:22][CH2:21]3)=[O:30])[C:8]2=[CH:7][N:6]=1. Procedure details: To a solution of 6-(2,4-difluoro-phenoxy)-1H-pyrazolo[3,4-d]pyrimidin-3-ylamine (45 mg, 0.17 mmol) in 1.7 mL of dioxane was added 14 uL pyridine and cyclopropane carbonyl chloride (21 uL, 0.17 mmol). The reaction mixture was heated to reflux for three hours, then cooled and chromatographed through silica (20%-50% EtOAc in hexanes) to afford 32 mg of cyclopentanecarboxylic acid [6-(2,4-difluoro-phenoxy)-1H-pyrazolo[3,4-d]pyrimidin-3-yl]-amide, MP=206.3-207.51° C., MS (M+H)=360.